This data is from the Open Reaction Database (ORD), a public repository of structured organic reaction records. The task is: describe an organic reaction: reactants, conditions, products, and yield Starting materials: Cc1nc2c(C#N)c(C)c(Br)c(F)c2o1, C1COCCO1, [K+], [K+], [K+], OB(O)c1ccccc1, O=P([O-])([O-])[O-]. Reaction SMILES: [Br:18][c:19]1[c:20]([F:32])[c:21]2[c:22]([n:23][c:24]([CH3:26])[o:25]2)[c:27]([C:30]#[N:31])[c:28]1[CH3:29].[CH2:33]1[O:34][CH2:35][CH2:36][O:37][CH2:38]1.[K+:15].[K+:16].[K+:17].[OH:1][B:2]([OH:3])[c:4]1[cH:5][cH:6][cH:7][cH:8][cH:9]1.[P:10]([O-:11])([O-:12])([O-:13])=[O:14]>>[c:4]1(-[c:19]2[c:20]([F:32])[c:21]3[c:22]([n:23][c:24]([CH3:26])[o:25]3)[c:27]([C:30]#[N:31])[c:28]2[CH3:29])[cH:5][cH:6][cH:7][cH:8][cH:9]1. Product: Cc1nc2c(C#N)c(C)c(-c3ccccc3)c(F)c2o1. Starting materials: CC(=O)c1cccnc1, NNc1ccc(I)cc1. Yields the product CC(=NNc1ccc(I)cc1)c1cccnc1. As a reaction SMILES: [C:10]([CH3:11])(=[O:12])[c:13]1[cH:14][n:15][cH:16][cH:17][cH:18]1.[I:1][c:2]1[cH:3][cH:4][c:5]([NH:8][NH2:9])[cH:6][cH:7]1>>[I:1][c:2]1[cH:3][cH:4][c:5]([NH:8][N:9]=[C:10]([CH3:11])[c:13]2[cH:14][n:15][cH:16][cH:17][cH:18]2)[cH:6][cH:7]1. As a reaction SMILES: C([O:3][C:4]([C:6]1[O:7][C:8]([C:11]([CH3:14])([CH3:13])[CH3:12])=[CH:9][N:10]=1)=O)C.[NH3:15]>>[C:11]([C:8]1[O:7][C:6]([C:4]([NH2:15])=[O:3])=[N:10][CH:9]=1)([CH3:14])([CH3:13])[CH3:12]. Conditions: time 20 hour. Reported procedure: The mixture of 5-tert-butyl-oxazole-2-carboxylic acid ethyl ester(0.52 g, 2.64 mmol) and NH3 (2.0M solution in MeOH, 6.6 mL, 13.2 mmol) was stirred at RT under N2 for 20 h. The solvents were removed under reduced pressure and the residue was dissolved in EtOAc washed with brine, dried with Na2SO4 and filtered. Removal of the solvents afforded the title compound as a white solid. MS m/z: 169.2 (M+H). Calc'd for C8H12N2O2-168.19 Reactants: C(C)OC(=O)C=1OC(=CN1)C(C)(C)C (5-tert-butyl-oxazole-2-carboxylic acid ethyl ester), N (NH3). Yields the product C(C)(C)(C)C1=CN=C(O1)C(=O)N (5-tert-Butyl-oxazole-2-carboxylic acid amide).